This data is from the Open Reaction Database (ORD), a public repository of structured organic reaction records. The task is: describe an organic reaction: reactants, conditions, products, and yield As a reaction SMILES: [N:1]1[CH:6]=[CH:5][CH:4]=[CH:3][C:2]=1[CH2:7][CH2:8][S:9]([OH:12])(=O)=[O:10].CN(C=O)C.S(Cl)([Cl:20])=O>>[ClH:20].[N:1]1[CH:6]=[CH:5][CH:4]=[CH:3][C:2]=1[CH2:7][CH2:8][S:9]([Cl:20])(=[O:12])=[O:10] |f:3.4|. Procedure details: 2-(2-Pyridyl)ethanesulfonic acid (1.00 g) was suspended in thionyl chloride (5 ml). Catalytic amount of DMF was added to the suspension. The mixture was stirred at 50° C. for 30 minutes, and was concentrated in vacuo. The resulting solid was recovered and washed with Et2O to give 1.41 g of 2-(2-pyridyl)ethanesulfonyl chloride hydrochloride as a solid. Reactants: N1=C(C=CC=C1)CCS(=O)(=O)O (2-(2-Pyridyl)ethanesulfonic acid), CN(C)C=O (DMF), S(=O)(Cl)Cl (thionyl chloride). Conditions: temperature 50 celsius, time 30 minute. The product is Cl.N1=C(C=CC=C1)CCS(=O)(=O)Cl (2-(2-pyridyl)ethanesulfonyl chloride hydrochloride).